From a dataset of the Open Reaction Database (ORD), a public repository of structured organic reaction records. describe an organic reaction: reactants, conditions, products, and yield Starting materials: BrC1=C2N=CNC2=NC=N1 (6-bromo-9H-purine), ClC1=CC(=C(C(=C1C)C1=NN=NN1)C1=CC(=CC=C1)F)C(C)N (1-[4-chloro-3′-fluoro-5-methyl-6-(1H-tetrazol-5-yl)biphenyl-2-yl]ethanamine), C(C)(C)N(C(C)C)CC (N,N-diisopropylethylamine). Run in C(C)(C)O (isopropyl alcohol). Reaction conditions: temperature 90 celsius. The product is ClC1=CC(=C(C(=C1C)C1=NN=NN1)C1=CC(=CC=C1)F)C(C)NC1=C2N=CNC2=NC=N1 (N-{1-[4-chloro-3′-fluoro-5-methyl-6-(1H-tetrazol-5-yl)biphenyl-2-yl]ethyl}-9H-purin-6-amine). Reaction SMILES: Br[C:2]1[N:10]=[CH:9][N:8]=[C:7]2[C:3]=1[N:4]=[CH:5][NH:6]2.[Cl:11][C:12]1[C:17]([CH3:18])=[C:16]([C:19]2[NH:23][N:22]=[N:21][N:20]=2)[C:15]([C:24]2[CH:29]=[CH:28][CH:27]=[C:26]([F:30])[CH:25]=2)=[C:14]([CH:31]([NH2:33])[CH3:32])[CH:13]=1.C(N(CC)C(C)C)(C)C>C(O)(C)C>[Cl:11][C:12]1[C:17]([CH3:18])=[C:16]([C:19]2[NH:23][N:22]=[N:21][N:20]=2)[C:15]([C:24]2[CH:29]=[CH:28][CH:27]=[C:26]([F:30])[CH:25]=2)=[C:14]([CH:31]([NH:33][C:2]2[N:10]=[CH:9][N:8]=[C:7]3[C:3]=2[N:4]=[CH:5][NH:6]3)[CH3:32])[CH:13]=1. Procedure: A mixture of 6-bromo-9H-purine (30 mg, 0.15 mmol), 1-[4-chloro-3′-fluoro-5-methyl-6-(1H-tetrazol-5-yl)biphenyl-2-yl]ethanamine (45 mg, 0.14 mmol), and N,N-diisopropylethylamine (0.047 mL, 0.27 mmol) in isopropyl alcohol (0.5 mL) was heated at 90° C. under nitrogen overnight. The mixture was evaporated and the resulting mixture was purified on RP-HPLC (XBridge C18 Column, eluting with a gradient of acetonitrile in water with 0.2% ammonium hydroxide, at flow rate of 30 mL/min) to give the desired ... Run in CO (methanol), CC(=O)C (acetone), O (water). Starting materials: C1(=CC=CC=C1)CC(=O)N[C@H]1[C@@H]2N(C(=C(CS2)C=2SC=C(N2)CC(=O)O)C(=S)O)C1=O (7β-(2-phenylacetamido)-3-(4-carboxymethylthiazol-2-yl)thio-3-cephem-4-carboxylic acid), [OH-].[Na+] (sodium hydroxide). The product is C1(=CC=CC=C1)CC(=O)N[C@H]1[C@@H]2N(C(=C(CS2)C=2SC=C(N2)CC(=O)O)C(=S)[O-])C1=O.[Na+].[Na+].C1(=CC=CC=C1)CC(=O)N[C@H]1[C@@H]2N(C(=C(CS2)C=2SC=C(N2)CC(=O)O)C(=S)[O-])C1=O (disodium 7β-(2-phenylacetamido)-3-(4-carboxymethylthiazol-2-yl)thio-3-cephem-4-carboxylate). Reaction SMILES: [C:1]1([CH2:7][C:8]([NH:10][C@@H:11]2[C:30](=[O:31])[N:13]3[C:14]([C:27]([OH:29])=[S:28])=[C:15]([C:18]4[S:19][CH:20]=[C:21]([CH2:23][C:24]([OH:26])=[O:25])[N:22]=4)[CH2:16][S:17][C@H:12]23)=[O:9])[CH:6]=[CH:5][CH:4]=[CH:3][CH:2]=1.[OH-].[Na+:33]>O.CO.CC(C)=O>[C:1]1([CH2:7][C:8]([NH:10][C@@H:11]2[C:30](=[O:31])[N:13]3[C:14]([C:27]([O-:29])=[S:28])=[C:15]([C:18]4[S:19][CH:20]=[C:21]([CH2:23][C:24]([OH:26])=[O:25])[N:22]=4)[CH2:16][S:17][C@H:12]23)=[O:9])[CH:6]=[CH:5][CH:4]=[CH:3][CH:2]=1.[Na+:33].[Na+:33].[C:1]1([CH2:7][C:8]([NH:10][C@@H:11]2[C:30](=[O:31])[N:13]3[C:14]([C:27]([O-:29])=[S:28])=[C:15]([C:18]4[S:19][CH:20]=[C:21]([CH2:23][C:24]([OH:26])=[O:25])[N:22]=4)[CH2:16][S:17][C@H:12]23)=[O:9])[CH:6]=[CH:5][CH:4]=[CH:3][CH:2]=1 |f:1.2,6.7.8.9|. Reported procedure: To a solution of 7β-(2-phenylacetamido)-3-(4-carboxymethylthiazol-2-yl)thio-3-cephem-4-carboxylic acid (100 mg) in water (50 ml) was added 0.1 mol/l-sodium hydroxide solution (4.06 ml). The solution was lyophilized. The above obtained powder was dissolved in a mixture of methanol (0.5 ml) and acetone (1.3 ml) under stirring at 30° C. The stirring was continued for 2 hours at room temperature to give crystals, which were collected by filtration and dried to give disodium 7β-(2-phenylacetamido)-3-... Run at temperature 30 celsius, time 2 hour.